This data is from the Open Reaction Database (ORD), a public repository of structured organic reaction records. The task is: describe an organic reaction: reactants, conditions, products, and yield Reactants: NC1=C(C(=C(C(N1)=O)C#N)C1=CC=C(C=C1)OCCO)C#N (6-Amino-4-[4-(2-hydroxyethoxy)phenyl]-2-oxo-1,2-dihydropyridine-3,5-dicarbonitrile), ClCC=1N=C(OC1C)C1=CC=C(C=C1)F (4-(chloromethyl)-2-(4-fluorophenyl)-5-methyl-1,3-oxazole), C([O-])([O-])=O.[K+].[K+] (potassium carbonate). The solvent is CN(C)C=O (DMF). Run at temperature 70 celsius, time 2 hour. Yields the product NC1=NC(=C(C(=C1C#N)C1=CC=C(C=C1)OCCO)C#N)OCC=1N=C(OC1C)C1=CC=C(C=C1)F (2-Amino-6-{[2-(4-fluorophenyl)-5-methyl-1,3-oxazol-4-yl]methoxy}-4-[4-(2-hydroxyethoxy)-phenyl]pyridine-3,5-dicarbonitrile). As a reaction SMILES: [NH2:1][C:2]1[NH:7][C:6](=[O:8])[C:5]([C:9]#[N:10])=[C:4]([C:11]2[CH:16]=[CH:15][C:14]([O:17][CH2:18][CH2:19][OH:20])=[CH:13][CH:12]=2)[C:3]=1[C:21]#[N:22].Cl[CH2:24][C:25]1[N:26]=[C:27]([C:31]2[CH:36]=[CH:35][C:34]([F:37])=[CH:33][CH:32]=2)[O:28][C:29]=1[CH3:30].C(=O)([O-])[O-].[K+].[K+]>CN(C=O)C>[NH2:1][C:2]1[C:3]([C:21]#[N:22])=[C:4]([C:11]2[CH:16]=[CH:15][C:14]([O:17][CH2:18][CH2:19][OH:20])=[CH:13][CH:12]=2)[C:5]([C:9]#[N:10])=[C:6]([O:8][CH2:24][C:25]2[N:26]=[C:27]([C:31]3[CH:36]=[CH:35][C:34]([F:37])=[CH:33][CH:32]=3)[O:28][C:29]=2[CH3:30])[N:7]=1 |f:2.3.4|. Procedure: 250 mg (0.81 mmol) of the compound from Example 102A, 228 mg (1.013 mmol) of 4-(chloromethyl)-2-(4-fluorophenyl)-5-methyl-1,3-oxazole and 224 mg (1.62 mmol) of potassium carbonate are initially charged in 8.6 ml of dry DMF and stirred at 70° C. for 2 h. The solvent is then removed on a rotary evaporator and the residue is purified by preparative HPLC (column: YMC GEL ODS-AQ S-5/15 μm; mobile phase gradient: acetonitrile/water 10:90→95:5). The product is then purified once more by HPLC (column: W... The reactants are trimellitic anhydride, C1CO1 (ethylene oxide), OC1=CC=C(C=C1)C(C)(C)C1=CC=C(C=C1)O (bisphenol A), C1C(C)O1 (propylene oxide), OC1=CC=C(C=C1)C(C)(C)C1=CC=C(C=C1)O (bisphenol A), C(C1=CC=C(C(=O)O)C=C1)(=O)O (terephthalic acid), C(CCCCC(=O)O)(=O)O (adipic acid), C(CCC)[Sn](CCCC)=O (dibutyltin oxide). Yields the product C(=CC1=CC=CC=C1)C=CC(=O)O (Styrene-Acrylic Acid). RXN SMILES: C1[O:3]C1.O[C:5]1[CH:10]=[CH:9][C:8]([C:11]([C:14]2[CH:19]=[CH:18][C:17]([OH:20])=CC=2)(C)C)=[CH:7][CH:6]=1.C1OC1C.C(O)(=O)C1C=CC(C(O)=O)=CC=1.C(O)(=O)CCCCC(O)=O.C([Sn](=O)CCCC)CCC>>[CH:14]([CH:19]=[CH:18][C:17]([OH:20])=[O:3])=[CH:11][C:8]1[CH:7]=[CH:6][CH:5]=[CH:10][CH:9]=1. Reported procedure: In a reaction vessel equipped with a condenser, a stirrer and a nitrogen inlet tube, 229 parts of ethylene oxide 2 mol adduct of bisphenol A, 529 parts of propylene oxide 3 mol adduct of bisphenol A, 208 parts of terephthalic acid, 46 parts of adipic acid, and 2 parts of dibutyltin oxide were added. The mixture was subjected to a reaction for 8 hours at 230° C. under normal pressure, and subsequently reacted for 5 hours under a reduced pressure of from 10 mmHg to 15 mmHg. Further, 44 parts of tr... The reactants are BrC=1C(=CC=2C(=[N+](ON2)[O-])C1)Cl (6-Bromo-5-chlorobenzo[c][1,2,5]oxadiazole 1-oxide), P(OCC)(OCC)OCC (triethyl phosphite). Run in C(C)O (ethanol). Conditions: time 30 minute. Product: BrC1=CC=2C(=NON2)C=C1Cl (5-Bromo-6-chlorobenzo[c][1,2,5]oxadiazole). The yield is 78.9%. As a reaction SMILES: [Br:1][C:2]1[C:3]([Cl:12])=[CH:4][C:5]2[C:6]([CH:11]=1)=[N+:7]([O-])[O:8][N:9]=2.P(OCC)(OCC)OCC>C(O)C>[Br:1][C:2]1[C:3]([Cl:12])=[CH:4][C:5]2=[N:9][O:8][N:7]=[C:6]2[CH:11]=1. Reported procedure: 6-Bromo-5-chlorobenzo[c][1,2,5]oxadiazole 1-oxide (4.8 g, 19 mmol) was taken up 150 ml ethanol, heated to reflux, treated with triethyl phosphite (8.8 g, 53 mmol) and heated for 3.5 h. After cooling, the volatiles were removed by rotary evaporation, the residue was taken up in 100 mL dichloromethane and stirred with 50 mL bleach solution for 30 min. The organic phase was washed with 20 mL saturated NaCl, dried (Na2SO4) and evaporated. The crude material was purified by flash chromatography with ... Starting materials: [Al+3], ClCCl, CC(=O)Cl, COC(=O)c1ccc2cc[nH]c2c1, [Cl-], [Cl-], [Cl-], O. Yields the product COC(=O)c1ccc2c(C(C)=O)c[nH]c2c1. Reaction SMILES: [Al+3:6].[CH2:23]([Cl:24])[Cl:25].[CH3:1][C:2]([Cl:3])=[O:4].[CH3:9][O:10][C:11](=[O:12])[c:13]1[cH:14][cH:15][c:16]2[cH:17][cH:18][nH:19][c:20]2[cH:21]1.[Cl-:5].[Cl-:7].[Cl-:8].[OH2:22]>>[CH3:1][C:2](=[O:4])[c:17]1[c:16]2[cH:15][cH:14][c:13]([C:11]([O:10][CH3:9])=[O:12])[cH:21][c:20]2[nH:19][cH:18]1. The reactants are O=C([O-])O, [Na+], O, O=P(Cl)(Cl)Cl, O=c1[nH]cnc2sc3c(c12)CCCC3. Product: Clc1ncnc2sc3c(c12)CCCC3. RXN SMILES: [C:20](=[O:21])([OH:22])[O-:23].[Na+:24].[OH2:25].[P:15]([Cl:16])([Cl:17])([Cl:18])=[O:19].[n:1]1[cH:2][nH:3][c:4](=[O:14])[c:5]2[c:6]1[s:7][c:8]1[c:9]2[CH2:10][CH2:11][CH2:12][CH2:13]1>>[n:1]1[cH:2][n:3][c:4]([Cl:17])[c:5]2[c:6]1[s:7][c:8]1[c:9]2[CH2:10][CH2:11][CH2:12][CH2:13]1. Starting materials: CC=1SC(=CN1)CCC(=O)OC (methyl 2-methyl-5-thiazole-propanoate), [H-].[Al+3].[Li+].[H-].[H-].[H-] (lithium aluminum hydride). The solvent is O1CCCC1 (tetrahydrofuran), O1CCCC1 (tetrahydrofuran), O1CCCC1 (tetrahydrofuran). Reaction conditions: time 30 minute. Product: CC=1SC(=CN1)CCCO (2-methyl-5-thiazole propanol). Yield: 69.2%. Reaction SMILES: [CH3:1][C:2]1[S:3][C:4]([CH2:7][CH2:8][C:9](OC)=[O:10])=[CH:5][N:6]=1.[H-].[Al+3].[Li+].[H-].[H-].[H-]>O1CCCC1>[CH3:1][C:2]1[S:3][C:4]([CH2:7][CH2:8][CH2:9][OH:10])=[CH:5][N:6]=1 |f:1.2.3.4.5.6|. Procedure: 10.9 g of methyl 2-methyl-5-thiazole-propanoate in 70 ml of tetrahydrofuran was slowly added with stirring at 10°-15° C to a mixture of 125 ml of tetrahydrofuran and 3.42 g of lithium aluminum hydride at 10° C and the mixture was stirred for about 30 minutes. Then, tetrahydrofuran containing 20% water was slowly added and the mixture was filtered. The filter was washed with ethyl acetate and the filtrate was dried over magnesium sulfate and concentrated under reduced pressure to obtain 8.4 g of ... The reactants are CC=1SC2=C(N1)C=CC=1CCC(C12)CCNC(C)=O (Racemic N-[2-(2-methyl-7,8-dihydro-6H-indeno[5,4-d][1,3]thiazol-8-yl)ethyl]acetamide). Solvent: CCCCCC.C(C)O (hexane ethanol), CCCCCC.C(C)O (hexane ethanol). Product: CC=1SC2=C(N1)C=CC=1CC[C@@H](C12)CCNC(C)=O ((R)—N-[2-(2-Methyl-7,8-dihydro-6H-indeno[5,4-d][1,3]thiazol-8-yl)ethyl]acetamide). The yield is 49.2%. RXN SMILES: [CH3:1][C:2]1[S:3][C:4]2[C:13]3[CH:12]([CH2:14][CH2:15][NH:16][C:17](=[O:19])[CH3:18])[CH2:11][CH2:10][C:9]=3[CH:8]=[CH:7][C:5]=2[N:6]=1>CCCCCC.C(O)C>[CH3:1][C:2]1[S:3][C:4]2[C:13]3[C@@H:12]([CH2:14][CH2:15][NH:16][C:17](=[O:19])[CH3:18])[CH2:11][CH2:10][C:9]=3[CH:8]=[CH:7][C:5]=2[N:6]=1 |f:1.2|. Procedure details: Racemic N-[2-(2-methyl-7,8-dihydro-6H-indeno[5,4-d][1,3]thiazol-8-yl)ethyl]acetamide (1.00 g) was fractionated by high performance liquid chromatography (instrument: Prep LC 2000 (manufactured by Nihon Waters K.K.), column: CHIRALPAK AD (50 mmID×500 mL, manufactured by Daicel Chemical Industries, Ltd.), mobile phase: hexane/ethanol=90/10, flow rate: 80 mL/min, column temperature: 30° C., sample concentration: 10 mg/mL (hexane/ethanol=90/10), injection weight: 500 mg×2). A fraction containing an ... Starting materials: [H-].COCCO[Al+]OCCOC.[Na+].[H-] (sodium bis(methoxyethoxy) aluminum hydride), solution, FC(C(C#CC1=CC=C(C=C1)S(=O)(=O)N1CCCC1)(C)O)(F)F (4,4,4-trifluoro-3-hydroxy-3-methyl-1-[4-(1-pyrrolidinylsulfonyl)phenyl]but-1-yne). Solvent: C1(=CC=CC=C1)C (toluene), C(C)OCC (diethyl ether). The product is FC(C(/C=C/C1=CC=C(C=C1)S(=O)(=O)N1CCCC1)(C)O)(F)F (4,4,4-Trifluoro-3-hydroxy-3-methyl-1-[4-(1-pyrrolidinylsulfonyl)phenyl]-trans-but-1-ene). The yield is 88.9%. As a reaction SMILES: [H-].COCCO[Al+]OCCOC.[Na+].[H-].[F:15][C:16]([F:37])([F:36])[C:17]([OH:35])([CH3:34])[C:18]#[C:19][C:20]1[CH:25]=[CH:24][C:23]([S:26]([N:29]2[CH2:33][CH2:32][CH2:31][CH2:30]2)(=[O:28])=[O:27])=[CH:22][CH:21]=1>C1(C)C=CC=CC=1.C(OCC)C>[F:37][C:16]([F:15])([F:36])[C:17]([OH:35])([CH3:34])/[CH:18]=[CH:19]/[C:20]1[CH:25]=[CH:24][C:23]([S:26]([N:29]2[CH2:33][CH2:32][CH2:31][CH2:30]2)(=[O:27])=[O:28])=[CH:22][CH:21]=1 |f:0.1.2.3|. Procedure details: To a solution of sodium bis(methoxyethoxy) aluminum hydride (720 mL of a 3.4M solution in toluene, 2.45 mmol) in anhydrous diethyl ether (6 mL) cooled to -2° C. under a nitrogen atmosphere was added dropwise an ethereal solution (25 mL) of 4,4,4-trifluoro-3-hydroxy-3-methyl-1-[4-(1-pyrrolidinylsulfonyl)phenyl]but-1-yne (500 mg). The rate of addition was adjusted such that the reaction temperature (internal) did not exceed 10° C. Upon complete addiron the reaction was kept near 0° C. After 30 min... Starting materials: O=C(c1ccccc1)N1CC2CC3OC3c3cccc1c32, CCOC(C)=O, [I-], [I-], [Zn+2], c1ccccc1. Yields the product O=C1Cc2cccc3c2C(C1)CN3C(=O)c1ccccc1. Reaction SMILES: [C:1]([c:2]1[cH:3][cH:4][cH:5][cH:6][cH:7]1)(=[O:8])[N:9]1[CH2:10][CH:11]2[c:12]3[c:13]([cH:14][cH:15][cH:16][c:17]31)[CH:18]1[CH:19]([CH2:20]2)[O:21]1.[CH3:28][CH2:29][O:30][C:31](=[O:32])[CH3:33].[I-:34].[I-:36].[Zn+2:35].[cH:22]1[cH:23][cH:24][cH:25][cH:26][cH:27]1>>[C:1]([c:2]1[cH:3][cH:4][cH:5][cH:6][cH:7]1)(=[O:8])[N:9]1[CH2:10][CH:11]2[c:12]3[c:13]([cH:14][cH:15][cH:16][c:17]31)[CH2:18][C:19](=[O:21])[CH2:20]2.